This data is from the Open Reaction Database (ORD), a public repository of structured organic reaction records. The task is: describe an organic reaction: reactants, conditions, products, and yield Starting materials: ClC(Cl)Cl, O=C(OO)c1cccc(Cl)c1, Clc1cnc(SCI)nc1. The product is O=S(CI)c1ncc(Cl)cn1. RXN SMILES: [CH:22]([Cl:23])([Cl:24])[Cl:25].[Cl:1][c:2]1[cH:3][cH:4][cH:5][c:6]([C:7]([O:8][OH:10])=[O:9])[cH:11]1.[I:12][CH2:13][S:14][c:15]1[n:16][cH:17][c:18]([Cl:21])[cH:19][n:20]1>>[O:9]=[S:14]([CH2:13][I:12])[c:15]1[n:16][cH:17][c:18]([Cl:21])[cH:19][n:20]1.